From a dataset of the Open Reaction Database (ORD), a public repository of structured organic reaction records. describe an organic reaction: reactants, conditions, products, and yield Reaction SMILES: [Si:1]([O:8][CH2:9][C:10]1([CH2:14][CH2:15][CH2:16][OH:17])[CH2:13][CH2:12][CH2:11]1)([C:4]([CH3:7])([CH3:6])[CH3:5])([CH3:3])[CH3:2].[Cl:18][C:19]1[N:24]=[C:23](Cl)[CH:22]=[CH:21][N:20]=1>>[Si:1]([O:8][CH2:9][C:10]1([CH2:14][CH2:15][CH2:16][O:17][C:21]2[CH:22]=[CH:23][N:24]=[C:19]([Cl:18])[N:20]=2)[CH2:11][CH2:12][CH2:13]1)([C:4]([CH3:7])([CH3:6])[CH3:5])([CH3:3])[CH3:2]. Yields the product [Si](C)(C)(C(C)(C)C)OCC1(CCC1)CCCOC1=NC(=NC=C1)Cl (4-{3-[1-({[tert-butyl(dimethyl)silyl]oxy}methyl)cyclobutyl]propoxy}-2-chloropyrimidine). Reactants: [Si](C)(C)(C(C)(C)C)OCC1(CCC1)CCCO (3-[1-({[tert-butyl(dimethyl)silyl]oxy}methyl)cyclobutyl]-1-propanol), ClC1=NC=CC(=N1)Cl (2,4-dichloropyrimidine). Procedure: The title compound was prepared from 3-[1-({[tert-butyl(dimethyl)silyl]oxy}methyl)cyclobutyl]-1-propanol and 2,4-dichloropyrimidine using the same experimental procedure as in example 25a. 1H NMR (300 MHz, CDCl3) δ 8.23 (d, J=6 Hz, 1H), 6.59 (d, J=6 Hz, 1H), 4.33 (t, J=6 Hz, 2H), 3.44 (s, 2H), 1.81-1.51 (m, 8H), 1.21 (m, 2H), 0.84 (s, 9H), −0.002 (s, 6H). GC-MS m/z 371 (M+H).